From a dataset of the Open Reaction Database (ORD), a public repository of structured organic reaction records. describe an organic reaction: reactants, conditions, products, and yield Starting materials: ClC1=CC=C(C=C1)N1N=CC(=C1C)C(=O)Cl (1-(4-chlorophenyl)-5-methylpyrazole-4-carboxylic chloride), BrC=1C=C(N)C=CC1N1CCC(CC1)N1CCOCC1 (3-bromo-4-(4-morpholinopiperidin-1-yl)aniline). Yields the product BrC=1C=C(C=CC1N1CCC(CC1)N1CCOCC1)NC(=O)C=1C=NN(C1C)C1=CC=C(C=C1)Cl (N-[3-Bromo-4-(4-morpholinopiperidin-1-yl)phenyl]-1-(4-chlorophenyl)-5-methylpyrazole-4-carboxamide). Yield: 54.8%. As a reaction SMILES: [Cl:1][C:2]1[CH:7]=[CH:6][C:5]([N:8]2[C:12]([CH3:13])=[C:11]([C:14](Cl)=[O:15])[CH:10]=[N:9]2)=[CH:4][CH:3]=1.[Br:17][C:18]1[CH:19]=[C:20]([CH:22]=[CH:23][C:24]=1[N:25]1[CH2:30][CH2:29][CH:28]([N:31]2[CH2:36][CH2:35][O:34][CH2:33][CH2:32]2)[CH2:27][CH2:26]1)[NH2:21]>>[Br:17][C:18]1[CH:19]=[C:20]([NH:21][C:14]([C:11]2[CH:10]=[N:9][N:8]([C:5]3[CH:6]=[CH:7][C:2]([Cl:1])=[CH:3][CH:4]=3)[C:12]=2[CH3:13])=[O:15])[CH:22]=[CH:23][C:24]=1[N:25]1[CH2:30][CH2:29][CH:28]([N:31]2[CH2:32][CH2:33][O:34][CH2:35][CH2:36]2)[CH2:27][CH2:26]1. Procedure: By the reaction and treatment in the same manner as in Example 150 using 1-(4-chlorophenyl)-5-methylpyrazole-4-carboxylic chloride (4.8 g) and 3-bromo-4-(4-morpholinopiperidin-1-yl)aniline (5 g), the title compound (4.5 g) was obtained, melting point: 205–210° C.